From a dataset of the Open Reaction Database (ORD), a public repository of structured organic reaction records. describe an organic reaction: reactants, conditions, products, and yield The reactants are Br[Mg]c1ccccc1 (effective_coupling_partner), COc1ccc(O)cc1 (substrate). Reagents/catalysts: PPhCy2. Reaction conditions: temperature 80 celsius, time 15 hour. Yields the product Oc2ccc(c1ccccc1)cc2. As a reaction SMILES: [OH2:1].COC1C(N2C[C@@H]3[C@@H](CCCN3)C2)=C(F)C=C2[C:20]([C:22]([C:28]([OH:30])=O)=CN(C3CC3)C=12)=[O:21].[OH:31][CH2:32][CH:33]([CH2:35][OH:36])[OH:34]>>[CH2:32]([OH:31])[C@H:33]([C@H:35]([C@@H:28]([C@@H:22]([CH2:20][OH:21])[OH:1])[OH:30])[OH:36])[OH:34]. Reactants: O (water), COC1=C2C(=CC(=C1N3C[C@@H]4CCCN[C@@H]4C3)F)C(=O)C(=CN2C5CC5)C(=O)O (moxifloxacin), OCC(O)CO (glycerol). Reported procedure: For preparation, water for injection is initially charged in a 201 glass bottle, and moxifloxacin and glycerol are dissolved therein with stirring at RT. The solution has a pH of about 4.4. The solution is then filtered through a filter having a pore size of 0.22 μm into an enamel-coated intermediate container, and in each case 100 ml are filled into infusion bottles. The filled bottles are sterilized in an autoclave at 121° C. for 20 min. The product is C([C@@H](O)[C@@H](O)[C@H](O)[C@H](O)CO)O (Mannitol). Conditions: time 20 minute.